From a dataset of the Open Reaction Database (ORD), a public repository of structured organic reaction records. describe an organic reaction: reactants, conditions, products, and yield Reactants: ClCCl, CC(C)(C)[Si](C)(C)OS(=O)(=O)C(F)(F)F, CC(O)C(C)S, [SiH3], Cc1cccc(C)n1. Yields the product CC(S)C(C)O[Si](C)(C)C(C)(C)C. RXN SMILES: [Cl:31][CH2:32][Cl:33].[F:15][C:16]([F:17])([F:18])[S:19]([O:20][Si:21]([CH3:22])([CH3:23])[C:24]([CH3:25])([CH3:26])[CH3:27])(=[O:28])=[O:29].[SH:9][CH:10]([CH:11]([CH3:12])[OH:13])[CH3:14].[SiH3:30].[n:1]1[c:2]([CH3:3])[cH:4][cH:5][cH:6][c:7]1[CH3:8]>>[SH:9][CH:10]([CH:11]([CH3:12])[O:13][Si:21]([CH3:22])([CH3:23])[C:24]([CH3:25])([CH3:26])[CH3:27])[CH3:14]. Reactants: CC(C)(C)OC(=O)NC1(c2ccc(-c3c(-c4ccccc4)oc4c(ccc5cnn(CCO)c54)c3=O)cc2)CCC1, CO, Cl, O=C(O)C(F)(F)F, NC1(c2ccc(-c3c(-c4ccccc4)oc4ccc(F)cc4c3=O)cc2)CCC1, O. The product is Cl, NC1(c2ccc(-c3c(-c4ccccc4)oc4c(ccc5cnn(CCO)c54)c3=O)cc2)CCC1. Reaction SMILES: [C:30]([O:31][C:32](=[O:33])[NH:36][C:37]1([c:41]2[cH:42][cH:43][c:44](-[c:47]3[c:48](=[O:69])[c:49]4[cH:50][cH:51][c:52]5[c:53]([c:54]4[o:55][c:56]3-[c:57]3[cH:58][cH:59][cH:60][cH:61][cH:62]3)[n:63]([CH2:66][CH2:67][OH:68])[n:64][cH:65]5)[cH:45][cH:46]2)[CH2:38][CH2:39][CH2:40]1)([CH3:34])([CH3:35])[CH3:70].[CH3:79][OH:80].[ClH:78].[F:71][C:72]([F:73])([F:74])[C:75]([OH:76])=[O:77].[NH2:1][C:2]1([c:3]2[cH:4][cH:5][c:6](-[c:7]3[c:8](=[O:9])[c:10]4[c:11]([cH:12][cH:13][c:14]([F:15])[cH:16]4)[o:17][c:18]3-[c:19]3[cH:20][cH:21][cH:22][cH:23][cH:24]3)[cH:25][cH:26]2)[CH2:27][CH2:28][CH2:29]1.[OH2:81]>>[ClH:78].[NH2:36][C:37]1([c:41]2[cH:42][cH:43][c:44](-[c:47]3[c:48](=[O:69])[c:49]4[cH:50][cH:51][c:52]5[c:53]([c:54]4[o:55][c:56]3-[c:57]3[cH:58][cH:59][cH:60][cH:61][cH:62]3)[n:63]([CH2:66][CH2:67][OH:68])[n:64][cH:65]5)[cH:45][cH:46]2)[CH2:38][CH2:39][CH2:40]1. Reactants: FC(C=1C=C(CP(OCC)(OCC)=O)C=CC1)(F)F (diethyl 3-trifluoromethylbenzylphosphonate), Cl (hydrochloric acid), resultant mixture, O (H2O). Solvent: C(C)O (ethanol), [OH-].[K+] (KOH). Yields the product C(C)OP(O)(=O)CC1=CC(=CC=C1)C(F)(F)F (Ethyl 3-trifluoromethylbenzylphosphonic acid). Isolated yield 94.8%. Reaction SMILES: [F:1][C:2]([F:19])([F:18])[C:3]1[CH:4]=[C:5]([CH:15]=[CH:16][CH:17]=1)[CH2:6][P:7](=[O:14])([O:11]CC)[O:8][CH2:9][CH3:10].O.Cl>C(O)C.[OH-].[K+]>[CH2:9]([O:8][P:7]([CH2:6][C:5]1[CH:15]=[CH:16][CH:17]=[C:3]([C:2]([F:19])([F:1])[F:18])[CH:4]=1)(=[O:11])[OH:14])[CH3:10] |f:4.5|. Procedure: The diethyl 3-trifluoromethylbenzylphosphonate (10.0 g, 34.0 mmol) was dissolved in a mixture of 300 mL of 75% aqueous ethanol and 18.9 g of KOH and the resultant mixture was heated at reflux for 3 hours. The reaction mixture was poured into H2O, acidified with hydrochloric acid, and extracted with CHCl3 (3×500 mL). The chloroform extract was dried with anhydrous Na2SO4 and evaporated to yield 8.64 g (94.7%) of white solid product, mp=48°-51° C.; D.C.I.M.S.[MH+,269]. The reactants are ClC1=[N+](C=CC=C1)[O-] (2-chloropyridine-N-oxide), NCCCO (3-amino-1-propanol), C(=O)(O)[O-].[Na+] (NaHCO3), C(C)(C)(CC)O (tert-amyl alcohol). Run in C(Cl)Cl (CH2Cl2). Conditions: temperature 67 celsius, time 23 hour. Yields the product OCCCNC1=[N+](C=CC=C1)[O-] (2-[3-hydroxy-1-propylamino]pyridine-N-oxide). The yield is 80.3%. As a reaction SMILES: Cl[C:2]1[CH:7]=[CH:6][CH:5]=[CH:4][N+:3]=1[O-:8].[NH2:9][CH2:10][CH2:11][CH2:12][OH:13].C([O-])(O)=O.[Na+].C(O)(CC)(C)C>C(Cl)Cl>[OH:13][CH2:12][CH2:11][CH2:10][NH:9][C:2]1[CH:7]=[CH:6][CH:5]=[CH:4][N+:3]=1[O-:8] |f:2.3|. Procedure details: A mixture of 2-chloropyridine-N-oxide (16.6 g, 100 mmoles), 3-amino-1-propanol (15.3 ml, 200 mmoles), NaHCO3 (42 g, 0.5 mole), and tert-amyl alcohol (100 ml) was heated to reflux. After 23 hours, the reaction was cooled, diluted with CH2Cl2 (300 ml), and filtered to remove insoluble materials. The filtrate was concentrated to afford a brown oil. The oil was dried under vacuum overnight. Ether (100 ml) was added to give a brown solid. The ether was decanted and the solid was washed further with e... The reactants are ClC1=NC=CC(=C1)Cl (2,4-dichloro-pyridine), O (water), CC(C)([O-])C.[K+] (Potassium tert-butoxide), NC1=CC(=C(C(=C1)F)O)F (4-amino-2,6-difluorophenol). Run in CN(C(C)=O)C (N,N-dimethyl-acetamide), CN(C(C)=O)C (N,N-dimethyl-acetamide). Run at time 0.5 hour. The product is ClC1=NC=CC(=C1)OC1=C(C=C(N)C=C1F)F (4-(2-chloropyridin-4-yloxy)-3,5-difluoroaniline). The yield is 58.4%. Reaction SMILES: CC(C)([O-])C.[K+].[NH2:7][C:8]1[CH:13]=[C:12]([F:14])[C:11]([OH:15])=[C:10]([F:16])[CH:9]=1.[Cl:17][C:18]1[CH:23]=[C:22](Cl)[CH:21]=[CH:20][N:19]=1.O>CN(C)C(=O)C>[Cl:17][C:18]1[CH:23]=[C:22]([O:15][C:11]2[C:12]([F:14])=[CH:13][C:8]([NH2:7])=[CH:9][C:10]=2[F:16])[CH:21]=[CH:20][N:19]=1 |f:0.1|. Reported procedure: Potassium tert-butoxide (2.4 g, 22 mmol) was added to a solution of 4-amino-2,6-difluorophenol (2.9 g, 20 mmol) in N,N-dimethyl-acetamide (50 mL) and the mixture was stirred at RT under nitrogen for 0.5 h. A solution of 2,4-dichloro-pyridine (2.9 g, 20 mmol) in N,N-dimethyl-acetamide was added, and the reaction was heated to 100° C. under nitrogen for 10 h. After cooling to RT, the reaction was poured into water (100 mL) and the aqueous solution was extracted with ethyl acetate (3×70 mL). The co... Reactants: [BH4-], [BH4-], CCO, CCOC(=O)C(C)=Cc1ccc(C=O)cc1, [Na+]. Product: CCOC(=O)C(C)=Cc1ccc(CO)cc1. Reaction SMILES: [BH4-:17].[BH4-:19].[CH3:20][CH2:21][OH:22].[CH:1](=[O:2])[c:3]1[cH:4][cH:5][c:6]([CH:7]=[C:8]([C:9](=[O:10])[O:11][CH2:12][CH3:13])[CH3:14])[cH:15][cH:16]1.[Na+:18]>>[CH2:1]([OH:2])[c:3]1[cH:4][cH:5][c:6]([CH:7]=[C:8]([C:9](=[O:10])[O:11][CH2:12][CH3:13])[CH3:14])[cH:15][cH:16]1.